This data is from the Open Reaction Database (ORD), a public repository of structured organic reaction records. The task is: describe an organic reaction: reactants, conditions, products, and yield Reactants: Cl.CNOC (N,O-Dimethylhydroxylamine hydrochloride), ClC1=CN=CC(=N1)C(=O)O (6-chloropyrazine-2-carboxylic acid), C(C(=O)Cl)(=O)Cl (Oxalyl chloride), CN(C)C=O (DMF), TEA. Run in C(Cl)Cl (CH2Cl2). Reaction conditions: time 12 hour. Product: ClC1=CN=CC(=N1)C(=O)N(C)OC (6-chloro-N-methoxy-N-methylpyrazine-2-carboxamide). The yield is 83.3%. As a reaction SMILES: [Cl:1][C:2]1[N:7]=[C:6]([C:8]([OH:10])=O)[CH:5]=[N:4][CH:3]=1.C(Cl)(=O)C(Cl)=O.CN(C=O)C.Cl.[CH3:23][NH:24][O:25][CH3:26]>C(Cl)Cl>[Cl:1][C:2]1[N:7]=[C:6]([C:8]([N:24]([O:25][CH3:26])[CH3:23])=[O:10])[CH:5]=[N:4][CH:3]=1 |f:3.4|. Procedure: To a 100 ml round bottom flask, 6-chloropyrazine-2-carboxylic acid (1 g, 6.31 mmol) was suspended in dry CH2Cl2 (30 ml). Oxalyl chloride (3.78 ml, 7.57 mmol) was added along with a few drop of DMF, the mixture was stirred at room temperature for 12 hrs, N,O-Dimethylhydroxylamine hydrochloride (0.800 g, 8.20 mmol) was added, the resulting mixture was cooled down to 5° C., TEA (2.64 ml, 18.92 mmol) was added via a dropping funnel, the reaction mixture was stirred at room temperature for 30 minutes... Starting materials: FC1=C(C=CC(=C1)F)C1=CC=C(C=C1)S(=O)(=O)NC1=CC(=CC=C1)C1OC1 (2′,4′-difluoro-N-(3-(oxiran-2-yl)phenyl)biphenyl-4-sulfonamide), N1CCOCC1 (morpholine). Run in CO (methanol). The product is FC1=C(C=CC(=C1)F)C1=CC=C(C=C1)S(=O)(=O)NC1=CC(=CC=C1)C(CO)N1CCOCC1 (2′,4′-Difluoro-N-(3-(2-hydroxy-1-morpholinoethyl)phenyl)biphenyl-4-sulfonamide). As a reaction SMILES: [F:1][C:2]1[CH:7]=[C:6]([F:8])[CH:5]=[CH:4][C:3]=1[C:9]1[CH:14]=[CH:13][C:12]([S:15]([NH:18][C:19]2[CH:24]=[CH:23][CH:22]=[C:21]([CH:25]3[CH2:27][O:26]3)[CH:20]=2)(=[O:17])=[O:16])=[CH:11][CH:10]=1.[NH:28]1[CH2:33][CH2:32][O:31][CH2:30][CH2:29]1>CO>[F:1][C:2]1[CH:7]=[C:6]([F:8])[CH:5]=[CH:4][C:3]=1[C:9]1[CH:14]=[CH:13][C:12]([S:15]([NH:18][C:19]2[CH:24]=[CH:23][CH:22]=[C:21]([CH:25]([N:28]3[CH2:33][CH2:32][O:31][CH2:30][CH2:29]3)[CH2:27][OH:26])[CH:20]=2)(=[O:17])=[O:16])=[CH:11][CH:10]=1. Procedure details: Using a method analogous to Method D, using 2′,4′-difluoro-N-(3-(oxiran-2-yl)phenyl)biphenyl-4-sulfonamide and 1 M morpholine in methanol, a mixture of regioisomers was obtained. Reverse-phase HPLC was used to purify the mixture and the title compound was obtained as a pale orange powder from the mixture of isomers as gave ABD785. 1H NMR (300 MHz, CDCl3): δ 2.75-2.81 (3H, m), 3.30 (1H, m), 3.60-3.95 (8H, m), 4.10-4.20 (1H, m), 6.80-7.10 (3H, m), 7.20-7.30 (2H, m), 7.35-7.45 (2H, m), 7.57 (2H, d,... Reactants: C1=CC=C(C=C1)P(C2=CC=CC=C2)C3=CC=CC=C3 (Ph3P), N1C=NC=C1 (imidazole), II (I2), COC(COC1=CC(=CC=C1)CO)=O ((3-Hydroxymethyl-phenoxy)-acetic acid methyl ester). Run in ClCCl (Dichloromethane), ClCCl (dichloromethane). Reaction conditions: time 5 minute. Yields the product COC(COC1=CC(=CC=C1)CI)=O ((3-Iodomethyl-phenoxy)-acetic acid methyl ester). Isolated yield 92.7%. As a reaction SMILES: C1C=CC(P(C2C=CC=CC=2)C2C=CC=CC=2)=CC=1.N1C=CN=C1.[I:25]I.[CH3:27][O:28][C:29](=[O:40])[CH2:30][O:31][C:32]1[CH:37]=[CH:36][CH:35]=[C:34]([CH2:38]O)[CH:33]=1>ClCCl>[CH3:27][O:28][C:29](=[O:40])[CH2:30][O:31][C:32]1[CH:37]=[CH:36][CH:35]=[C:34]([CH2:38][I:25])[CH:33]=1. Procedure details: Dichloromethane (85 mL) was added to Ph3P (4.942 g, 18.8 mmol), imidazole (1.311 g, 19.3 mmol) and I2 (4.735 g, 18.7 mmol). The mixture was stirred for 5 min. and then a solution of 12-2 (2.937 g, 15.0 mmol) in 15 mL dichloromethane was added by cannula. The reaction was stirred for 3 h, silica gel was added and the mixture evaporated. The residue was purified by flash chromatography on silica gel (10%→20%→30% ethyl acetate/hexanes) to give 12-3 (4.246 g, 13.9 mmol, 93%). Reactants: CC(\C=C\C1C(=CCCC1(C)C)C)N(C)C ([1-methyl-3-(2,6,6-trimethyl-2-cyclohexenyl)-2(trans)-propenyl]dimethylamine), C(CC)Br (1-propylbromide), CO (methanol). The product is [Br-].CC(\C=C\C1C(=CCCC1(C)C)C)[N+](CCC)(C)C ([1-methyl-3-(2,6,6-trimethyl-2-cyclohexenyl)-2(trans)-propenyl]dimethylpropylammonium bromide). Reaction SMILES: [CH3:1][CH:2]([N:14]([CH3:16])[CH3:15])/[CH:3]=[CH:4]/[CH:5]1[C:10]([CH3:12])([CH3:11])[CH2:9][CH2:8][CH:7]=[C:6]1[CH3:13].[CH2:17]([Br:20])[CH2:18]C.[CH3:21]O>>[Br-:20].[CH3:1][CH:2]([N+:14]([CH3:21])([CH3:16])[CH2:15][CH2:17][CH3:18])/[CH:3]=[CH:4]/[CH:5]1[C:10]([CH3:11])([CH3:12])[CH2:9][CH2:8][CH:7]=[C:6]1[CH3:13] |f:3.4|. Procedure: A solution of [1-methyl-3-(2,6,6-trimethyl-2-cyclohexenyl)-2(trans)-propenyl]dimethylamine (5.0 g) and 1-propylbromide (6.0 g) in absolute methanol (10 cc) was refluxed for 3 hours, and the solvent of the reaction mixture was distilled off under reduced pressure. To the residue were added benzene and ether, and precipitated crystals were gathered by filtration to give colorless crystals (0.8 g) of [1-methyl-3-(2,6,6-trimethyl-2-cyclohexenyl)-2(trans)-propenyl]dimethylpropylammonium bromide. Starting materials: CC#N, COC(=O)C(C#N)=CC(C)C, [K], C[N+](=O)[O-]. Product: COC(=O)C1(C#N)CC1C(C)C. RXN SMILES: [CH3:17][C:18]#[N:19].[CH3:1][O:2][C:3]([C:4](=[CH:5][CH:6]([CH3:7])[CH3:8])[C:9]#[N:10])=[O:11].[K:16].[N+:12]([O-:13])(=[O:14])[CH3:15]>>[CH3:1][O:2][C:3]([C:4]1([C:9]#[N:10])[CH:5]([CH:6]([CH3:7])[CH3:8])[CH2:15]1)=[O:11]. As a reaction SMILES: [Br:1][c:2]1[c:3]([O:13][CH3:14])[cH:4][c:5]([O:11][CH3:12])[c:6]([C:7](=[O:8])[OH:9])[cH:10]1.[CH3:20][OH:21].[CH3:24][CH2:25][O:26][C:27](=[O:28])[CH3:29].[Na+:23].[OH-:22].[S:15](=[O:16])(=[O:17])([OH:18])[OH:19]>>[Br:1][c:2]1[c:3]([O:13][CH3:14])[cH:4][c:5]([O:11][CH3:12])[c:6]([C:7](=[O:8])[O:9][CH3:20])[cH:10]1. Reactants: COc1cc(OC)c(C(=O)O)cc1Br, CO, CCOC(C)=O, [Na+], [OH-], O=S(=O)(O)O. Yields the product COC(=O)c1cc(Br)c(OC)cc1OC. Starting materials: C(C)(C)C1(N=C(NC1=O)C1=C2C(=NN(C2=CC=C1C(=O)OC)C)C)C (methyl 4-(4-isopropyl-4-methyl-5-oxo-2-imidazolin-2-yl)-1,3-dimethyl-1H-indazole-5-carboxylate), [OH-].[Na+] (sodium hydroxide), S(O)(O)(=O)=O (sulfuric acid). Run in O1CCCC1 (tetrahydrofuran). Conditions: time 1.5 hour. Product: C(C)(C)C1(N=C(NC1=O)C1=C2C(=NN(C2=CC=C1C(=O)O)C)C)C (4-(4-Isopropyl-4-methyl-5-oxo-2-imidazolin-2-yl)-1,3-dimethyl-1H-indazole-5-carboxylic acid). Isolated yield 53.8%. RXN SMILES: [CH:1]([C:4]1([CH3:25])[C:8](=[O:9])[NH:7][C:6]([C:10]2[C:18]([C:19]([O:21]C)=[O:20])=[CH:17][CH:16]=[C:15]3[C:11]=2[C:12]([CH3:24])=[N:13][N:14]3[CH3:23])=[N:5]1)([CH3:3])[CH3:2].[OH-].[Na+].S(=O)(=O)(O)O>O1CCCC1>[CH:1]([C:4]1([CH3:25])[C:8](=[O:9])[NH:7][C:6]([C:10]2[C:18]([C:19]([OH:21])=[O:20])=[CH:17][CH:16]=[C:15]3[C:11]=2[C:12]([CH3:24])=[N:13][N:14]3[CH3:23])=[N:5]1)([CH3:3])[CH3:2] |f:1.2|. Reported procedure: A mixture of methyl 4-(4-isopropyl-4-methyl-5-oxo-2-imidazolin-2-yl)-1,3-dimethyl-1H-indazole-5-carboxylate (0.310 g, 0.905 mmol), 2N sodium hydroxide (0.91 mL, 1.82 mmol) and tetrahydrofuran (11 mL) is stirred for 1.5 hours at 42°-52° C., cooled in an ice bath, acidified to pH 3-3.5 with 5N sulfuric acid and extracted with chloroform. The organic extract is dried (Na2SO4) and concentrated in vacuo to give a residue which is recrystallized from acetonitrile to afford the title product as a white... The reactants are NC1=C2C=C(N=CC2=CC=C1)C (5-amino-3-methylisoquinoline), [I-].CSC=1SC[C@@H]2[N+]1C=1C=CC=CC1C2 ((R)-3-methylthio-9,9a-dihydrothiazolo[3,4-a]indolium iodide). The product is CC=1N=CC2=CC=CC(=C2C1)N=C1SC[C@@H]2N1C=1C=CC=CC1C2 ((R)-3-[(3-methylisoquinol-5-yl)imino]-9,9a-dihydrothiazolo[3,4-a]indole). The yield is 67.5%. Reaction SMILES: [NH2:1][C:2]1[CH:11]=[CH:10][CH:9]=[C:8]2[C:3]=1[CH:4]=[C:5]([CH3:12])[N:6]=[CH:7]2.[I-].CS[C:16]1[S:17][CH2:18][C@H:19]2[CH2:27][C:26]3[CH:25]=[CH:24][CH:23]=[CH:22][C:21]=3[N+:20]=12>>[CH3:12][C:5]1[N:6]=[CH:7][C:8]2[C:3]([CH:4]=1)=[C:2]([N:1]=[C:16]1[N:20]3[C:21]4[CH:22]=[CH:23][CH:24]=[CH:25][C:26]=4[CH2:27][C@@H:19]3[CH2:18][S:17]1)[CH:11]=[CH:10][CH:9]=2 |f:1.2|. Procedure: Following the procedure of Example 1 but starting with 5-amino-3-methylisoquinoline (5.7 g) and (R)-3-methylthio-9,9a-dihydrothiazolo[3,4-a]indolium iodide (11.4 g), (R)-3-[(3-methylisoquinol-5-yl)imino]-9,9a-dihydrothiazolo[3,4-a]indole (7.3 g) is obtained, after recrystallisation from ethanol, in the form of white crystals melting at 181° C. [α]D20 =+92.0±1.5° (c=1, chloroform) The reactants are COC(=O)C1=NNC2=CC=C(C=C12)C=O (5-formyl-1H-indazole-3-carboxylic acid methyl ester), N/C(/C#N)=C\C (aminocrotononitrile). Solvent: CC(=O)O (HOAc), CCOC(=O)C (EtOAc). Run at time 15 minute. The product is COC(=O)C1=NNC2=CC=C(C=C12)C1C(=C(NC(=C1C#N)C)C)C#N (5-(3,5-dicyano-1,4-dihydro-2,6-dimethyl-4-pyridinyl)-1H-indazole-3-carboxylic acid methyl ester). Yield: 177.3%. Reaction SMILES: [CH3:1][O:2][C:3]([C:5]1[C:13]2[C:8](=[CH:9][CH:10]=[C:11]([CH:14]=O)[CH:12]=2)[NH:7][N:6]=1)=[O:4].N/[C:17](=[CH:20]\[CH3:21])/[C:18]#[N:19]>CC(O)=O.CCOC(C)=O>[CH3:1][O:2][C:3]([C:5]1[C:13]2[C:8](=[CH:9][CH:10]=[C:11]([CH:14]3[C:13]([C:5]#[N:6])=[C:8]([CH3:9])[NH:7][C:20]([CH3:21])=[C:17]3[C:18]#[N:19])[CH:12]=2)[NH:7][N:6]=1)=[O:4]. Reported procedure: A mixture of 5-formyl-1H-indazole-3-carboxylic acid methyl ester (92 mg, 0.45 mmol) and aminocrotononitrile (74 mg, 0.9 mmol) in HOAc (1 mL) was kept at 110° C. for 15 mins. After cooling to rt, the reaction mixture was diluted with EtOAc, washed with brine, dried, and concentrated. The crude product was purified by TLC to afford 5-(3,5-dicyano-1,4-dihydro-2,6-dimethyl-4-pyridinyl)-1H-indazole-3-carboxylic acid methyl ester (133 mg, 89%) (Cpd. No. 85, Table 2). 1H-NMR (400 MHz, DMSO-D6): δ=8.04 ... Reactants: CC(C)=CC (2-methyl-2-butene), P(=O)(O)(O)[O-].[Na+] (sodium dihydrogen phosphate), C(#N)C=1C=C(C2=C(N=C(O2)C2=CC=C(C(=O)NC[C@@H]3CC[C@H](CC3)CC=O)C=C2)C1)C(C)C (4-(5-Cyano-7-isopropyl-1,3-benzoxazol-2-yl)-N-{[trans-4-(2-oxoethyl)cyclohexyl]methyl}benzamide), Cl(=O)[O-].[Na+] (sodium chlorite). The solvent is O (water), C(C)(=O)OCC (ethyl acetate), C(C)(C)(C)O (t-butanol), O (water). Reaction conditions: time 8 hour. Yields the product C(#N)C=1C=C(C2=C(N=C(O2)C2=CC=C(C(=O)NC[C@@H]3CC[C@H](CC3)CC(=O)O)C=C2)C1)C(C)C ([trans-4-({[4-(5-Cyano-7-isopropyl-1,3-benzoxazol-2-yl)benzoyl]amino}methyl)cyclohexyl]acetic acid). Isolated yield 100.0%. As a reaction SMILES: [C:1]([C:3]1[CH:4]=[C:5]([CH:31]([CH3:33])[CH3:32])[C:6]2[O:10][C:9]([C:11]3[CH:29]=[CH:28][C:14]([C:15]([NH:17][CH2:18][C@H:19]4[CH2:24][CH2:23][C@H:22]([CH2:25][CH:26]=[O:27])[CH2:21][CH2:20]4)=[O:16])=[CH:13][CH:12]=3)=[N:8][C:7]=2[CH:30]=1)#[N:2].CC(=CC)C.Cl([O-])=[O:40].[Na+].P([O-])(O)(O)=O.[Na+]>C(O)(C)(C)C.O.C(OCC)(=O)C>[C:1]([C:3]1[CH:4]=[C:5]([CH:31]([CH3:33])[CH3:32])[C:6]2[O:10][C:9]([C:11]3[CH:29]=[CH:28][C:14]([C:15]([NH:17][CH2:18][C@H:19]4[CH2:20][CH2:21][C@H:22]([CH2:25][C:26]([OH:40])=[O:27])[CH2:23][CH2:24]4)=[O:16])=[CH:13][CH:12]=3)=[N:8][C:7]=2[CH:30]=1)#[N:2] |f:2.3,4.5|. Procedure: To a suspension (partially dissolved) of 4-(5-cyano-7-isopropyl-1,3-benzoxazol-2-yl)-N-{[trans-4-(2-oxoethyl)cyclohexyl]methyl}benzamide (50 mg, 0.113 mmol, EXAMPLE 43, Step B) in t-butanol (4 ml) was added 2-methyl-2-butene (0.060 ml, 0.570 mmol), and then a solution of sodium chlorite (25 mg, 0.276 mmol) and sodium dihydrogen phosphate (27 mg, 0.225 mmol) in water (1 ml). The mixture was stirred overnight at room temperature (the mixture remained a finely divided suspension), at which point LC...